Task: describe an organic reaction: reactants, conditions, products, and yield. Dataset: the Open Reaction Database (ORD), a public repository of structured organic reaction records Procedure: A solution of 2-phenylethanesulfonyl chloride (40.94 g) in THF (250 ml) was cooled to −20° C. before it was treated with sat. aq. ammonia (50 ml). The brown suspension was stirred at rt for 16 h. The mixture was neutralised with aq. HCl and the organic solvent was evaporated. The remaining suspension was diluted with water and extracted four times with EA. The organic layers were combined and evaporated to give 2-phenyl-ethanesulfonic acid amide (33.06 g) as orange solid. 1H-NMR(300 MHz, CDCl3):... Reaction conditions: time 16 hour. The product is C1(=CC=CC=C1)CCS(=O)(=O)N (2-phenyl-ethanesulfonic acid amide). Run in C1CCOC1 (THF). As a reaction SMILES: [C:1]1([CH2:7][CH2:8][S:9](Cl)(=[O:11])=[O:10])[CH:6]=[CH:5][CH:4]=[CH:3][CH:2]=1.[NH3:13].Cl>C1COCC1>[C:1]1([CH2:7][CH2:8][S:9]([NH2:13])(=[O:11])=[O:10])[CH:6]=[CH:5][CH:4]=[CH:3][CH:2]=1. The reactants are N (ammonia), C1(=CC=CC=C1)CCS(=O)(=O)Cl (2-phenylethanesulfonyl chloride), Cl (HCl). Starting materials: BrCC1=CC(=NO1)C(=O)Cl (5-(bromomethyl)-3-isoxazolecarbonyl chloride), O (water). The solvent is CC(=O)C (acetone). Reaction conditions: temperature 0 celsius, time 1 hour. The product is BrCC1=CC(=NO1)C(=O)O (5-Bromomethyl-3-isoxazolecarboxylic acid). Reaction SMILES: [Br:1][CH2:2][C:3]1[O:7][N:6]=[C:5]([C:8](Cl)=[O:9])[CH:4]=1.[OH2:11]>CC(C)=O>[Br:1][CH2:2][C:3]1[O:7][N:6]=[C:5]([C:8]([OH:9])=[O:11])[CH:4]=1. Procedure details: The distilled 5-(bromomethyl)-3-isoxazolecarbonyl chloride (1 g) is dissolved in 2 ml of acetone, cooled to 0° C. and 3 ml of water is added to the solution. The solution is allowed to stand at room temperature for one hour and then the solvent is removed under reduced pressure giving 0.9 g of the acid. It is dried over P2O5 for three days and has mp 143°-148° C. The reactants are N1(CCCCCC=NCCC1)C1CCCCCCCCCC1 (1,8-Diazabicycloundec-7-ene), C(C1=CC=CC=C1)OC(=O)C1(OCC(OC1)(C)C)C(C)OS(=O)(=O)C(F)(F)F (5,5-dimethyl-2-(1-trifluoromethanesulfonyloxy-ethyl)-[1,4]dioxane-2-carboxylic acid benzyl ester), ice. Solvent: ClCCl (dichloromethane). Run at time 72 hour. Yields the product C(C1=CC=CC=C1)OC(=O)C1(OCC(OC1)(C)C)C=C (5,5-Dimethyl-2-vinyl-[1,4]dioxane-2-carboxylic acid benzyl ester). The yield is 52.6%. Reaction SMILES: [CH2:1]([O:8][C:9]([C:11]1([CH:19](OS(C(F)(F)F)(=O)=O)[CH3:20])[CH2:16][O:15][C:14]([CH3:18])([CH3:17])[CH2:13][O:12]1)=[O:10])[C:2]1[CH:7]=[CH:6][CH:5]=[CH:4][CH:3]=1.N1(C2CCCCCCCCCC2)CCCN=CCCCCC1>ClCCl>[CH2:1]([O:8][C:9]([C:11]1([CH:19]=[CH2:20])[CH2:16][O:15][C:14]([CH3:17])([CH3:18])[CH2:13][O:12]1)=[O:10])[C:2]1[CH:3]=[CH:4][CH:5]=[CH:6][CH:7]=1. Procedure: A suspension of sodium hydride (80 mg, 2 mmol, 60% dispersion in mineral oil) in anhydrous tetrahydrofuran (3 mL) was stirred at −78° C. under nitrogen. A solution of 2-(1-hydroxy-ethyl)-5,5-dimethyl-[1,4]dioxane-2-carboxylic acid benzyl ester (400 mg, 1.36 mmol) in tetrahydrofuran (3 mL) was added and the reaction mixture was stirred at −78° C. for 15 min. A solution of N-(5-chloro-2-pyridyl)bis(trifluoromethanesulfonimide) (1.06 g, 2.7 mmol) in tetrahydrofuran (5 mL) was added and the reaction...